Dataset: the Open Reaction Database (ORD), a public repository of structured organic reaction records. Task: describe an organic reaction: reactants, conditions, products, and yield Isolated yield 47.0%. Procedure: Adapting a known procedure (P. Pasetto, et al., Anal. Chim. Acta, 2005, 542(1), 66-75), 8.03 mL of anhydrous pyridine (7.84 g, 99.3 mmol; 1.5 eq.) was added at a temperature of about 0° C. (ice bath) to a suspension of 10.00 g N-(4-hydroxyphenyl)acetamide (1) (paracetamol (INN), acetaminophen (USAN) (66.2 mmol; 1.0 eq.) in 300 mL of anhydrous dichloromethane (DCM). The reaction mixture was stirred at the same temperature for about 10 minutes. To this mixture, a solution of 13.97 g (69.5 mmol; 1.... The product is C(OC1=CC=C(C=C1)NC(C)=O)(OC1=CC=C(C=C1)[N+](=O)[O-])=O (4-Acetamidophenyl 4-nitrophenyl carbonate). Conditions: time 10 minute. As a reaction SMILES: N1C=CC=CC=1.[OH:7][C:8]1[CH:13]=[CH:12][C:11]([NH:14][C:15](=[O:17])[CH3:16])=[CH:10][CH:9]=1.[C:18](Cl)(=[O:29])[O:19][C:20]1[CH:25]=[CH:24][C:23]([N+:26]([O-:28])=[O:27])=[CH:22][CH:21]=1.O>ClCCl>[C:18](=[O:29])([O:19][C:20]1[CH:21]=[CH:22][C:23]([N+:26]([O-:28])=[O:27])=[CH:24][CH:25]=1)[O:7][C:8]1[CH:9]=[CH:10][C:11]([NH:14][C:15](=[O:17])[CH3:16])=[CH:12][CH:13]=1. The reactants are N1=CC=CC=C1 (pyridine), OC1=CC=C(C=C1)NC(C)=O (N-(4-hydroxyphenyl)acetamide), N(C(=O)C)C1=CC=C(O)C=C1 (paracetamol), CC(=O)NC=1C=CC(=CC1)O (acetaminophen), ( 50 ), O (water), C(OC1=CC=C(C=C1)[N+](=O)[O-])(=O)Cl (4-nitrophenyl carbonochloridate). Solvent: ClCCl (dichloromethane), ClCCl (DCM). Starting materials: [Al+3], CC#N, CCOC(=O)CC(c1ccc2c(c1)OC(F)(F)O2)c1c[nH]c2c(CSC)cccc12, [H-], [H-], [H-], [H-], [Li+], C1CCOC1, O. Product: CSCc1cccc2c(C(CCO)c3ccc4c(c3)OC(F)(F)O4)c[nH]c12. Reaction SMILES: [Al+3:32].[CH3:38][C:39]#[N:40].[F:1][C:2]1([F:30])[O:3][c:4]2[c:5]([cH:7][cH:8][c:9]([CH:11]([CH2:12][C:13](=[O:14])[O:15][CH2:16][CH3:17])[c:18]3[cH:19][nH:20][c:21]4[c:22]([CH2:27][S:28][CH3:29])[cH:23][cH:24][cH:25][c:26]34)[cH:10]2)[O:6]1.[H-:31].[H-:34].[H-:35].[H-:36].[Li+:33].[O:41]1[CH2:42][CH2:43][CH2:44][CH2:45]1.[OH2:37]>>[F:1][C:2]1([F:30])[O:3][c:4]2[c:5]([cH:7][cH:8][c:9]([CH:11]([CH2:12][CH2:13][OH:14])[c:18]3[cH:19][nH:20][c:21]4[c:22]([CH2:27][S:28][CH3:29])[cH:23][cH:24][cH:25][c:26]34)[cH:10]2)[O:6]1. Reactants: CC1=NSC(=N1)N1CCC(CC1)=O (1-(3-methyl-[1,2,4]thiadiazol-5-yl)-piperidin-4-one), FC=1C=C(CN2N=C(C=C2)N)C=C(C1F)F (1-(3,4,5-trifluoro-benzyl)-1H-pyrazol-3-ylamine). Product: FC=1C=C(CN2N=C(C=C2)NC2CCN(CC2)C2=NC(=NS2)C)C=C(C1F)F ([1-(3,4,5-Trifluoro-benzyl)-1H-pyrazol-3-yl]-[1-(3-methyl-[1,2,4]thiadiazol-5-yl)-piperidin-4-yl]-amine), oil. Yield: 42.0%. RXN SMILES: [CH3:1][C:2]1[N:6]=[C:5]([N:7]2[CH2:12][CH2:11][C:10](=O)[CH2:9][CH2:8]2)[S:4][N:3]=1.[F:14][C:15]1[CH:16]=[C:17]([CH:25]=[C:26]([F:29])[C:27]=1[F:28])[CH2:18][N:19]1[CH:23]=[CH:22][C:21]([NH2:24])=[N:20]1>>[F:29][C:26]1[CH:25]=[C:17]([CH:16]=[C:15]([F:14])[C:27]=1[F:28])[CH2:18][N:19]1[CH:23]=[CH:22][C:21]([NH:24][CH:10]2[CH2:11][CH2:12][N:7]([C:5]3[S:4][N:3]=[C:2]([CH3:1])[N:6]=3)[CH2:8][CH2:9]2)=[N:20]1. Procedure: Prepared in analogy to example 1 step h) starting from 1-(3-methyl-[1,2,4]thiadiazol-5-yl)-piperidin-4-one (example 1c) and 1-(3,4,5-trifluoro-benzyl)-1H-pyrazol-3-ylamine. The title compound was obtained as a colorless oil (yield=42%). The reactants are [OH-].[Na+] (NaOH), Cl.BrC1=CC(=C(C(=C1)C)C1=C(SC2=C1N=C(N=C2N2CCC(CC2)CC#N)C)C)C ({1-[7-(4-Bromo-2,6-dimethyl-phenyl)-2,6-dimethyl-thieno[3,2-d]pyrimidin-4-yl]-piperidin-4-yl}-acetonitrile hydrochloride), C(=O)(O)[O-].[Na+] (NaHCO3). The solvent is OS(=O)(=O)O (H2SO4). Conditions: time 20 hour. The product is BrC1=CC(=C(C(=C1)C)C1=C(SC2=C1N=C(N=C2N2CCC(CC2)CC(=O)N)C)C)C (2-{1-[7-(4-Bromo-2,6-dimethyl-phenyl)-2,6-dimethyl-thieno[3,2-d]pyrimidin-4-yl]-piperidin-4-yl}-acetamide). As a reaction SMILES: Cl.[Br:2][C:3]1[CH:8]=[C:7]([CH3:9])[C:6]([C:10]2[C:14]3[N:15]=[C:16]([CH3:28])[N:17]=[C:18]([N:19]4[CH2:24][CH2:23][CH:22]([CH2:25][C:26]#[N:27])[CH2:21][CH2:20]4)[C:13]=3[S:12][C:11]=2[CH3:29])=[C:5]([CH3:30])[CH:4]=1.[OH-].[Na+].C([O-])(O)=[O:34].[Na+]>OS(O)(=O)=O>[Br:2][C:3]1[CH:8]=[C:7]([CH3:9])[C:6]([C:10]2[C:14]3[N:15]=[C:16]([CH3:28])[N:17]=[C:18]([N:19]4[CH2:20][CH2:21][CH:22]([CH2:25][C:26]([NH2:27])=[O:34])[CH2:23][CH2:24]4)[C:13]=3[S:12][C:11]=2[CH3:29])=[C:5]([CH3:30])[CH:4]=1 |f:0.1,2.3,4.5|. Reported procedure: {1-[7-(4-Bromo-2,6-dimethyl-phenyl)-2,6-dimethyl-thieno[3,2-d]pyrimidin-4-yl]-piperidin-4-yl}-acetonitrile hydrochloride (30 mg) was dissolved in c H2SO4 (0.5 mL) and the solution was stirred at room temperature for 20 hours. After addition of ice, the reaction mixture was made to alkaline (pH 7) with an aqueous NaOH solution and an aqueous NaHCO3 solution. The mixture was extracted with EtOAc and the organic layer washed with brine, dried over anhydrous Na2SO4 and concentrated under reduced pre... Reactants: NC(CNCC=1C=CC(=NC1)Cl)C (2-amino-1-(2-chloro-5-pyridylmethylamino)propane), [N+](=O)([O-])C=C(SC)SC (1-nitro-2,2-bis(methylthio)ethylene). RXN SMILES: [NH2:1][CH:2]([CH3:13])[CH2:3][NH:4][CH2:5][C:6]1[CH:7]=[CH:8][C:9]([Cl:12])=[N:10][CH:11]=1.[N+:14]([CH:17]=[C:18](SC)SC)([O-:16])=[O:15]>CO>[Cl:12][C:9]1[CH:8]=[CH:7][C:6]([CH2:5][N:4]2[CH2:3][CH:2]([CH3:13])[NH:1][C:18]2=[CH:17][N+:14]([O-:16])=[O:15])=[CH:11][N:10]=1. Yields the product ClC1=NC=C(C=C1)CN1C(NC(C1)C)=C[N+](=O)[O-] (1-(2-chloro-5-pyridylmethyl)-4-methyl-2-(nitromethylene)imidazolidine). Run in CO (methanol). The yield is 73.0%. Procedure details: A mixture of 2 g of 2-amino-1-(2-chloro-5-pyridylmethylamino)propane, 1.6 g of 1-nitro-2,2-bis(methylthio)ethylene and 20 ml of methanol was refluxed for hours with stirring. A crystaline product was precipitated after standing at room temperature. The product was filtered with suction, washed with methanol and then dried in vacuum. 1.9 g of 1-(2-chloro-5-pyridylmethyl)-4-methyl-2-(nitromethylene)imidazolidine was obtained in form of light yellow crystals.